This data is from the Open Reaction Database (ORD), a public repository of structured organic reaction records. The task is: describe an organic reaction: reactants, conditions, products, and yield Starting materials: C(C1=CC=CC=C1)OC1=CC=C(C=C1)S(=O)(=O)N1C(C(C=CC1)(O)C)C(O[SiH2]C(C)(C)C)(C1=CC=CC=C1)C1=CC=CC=C1 (1-(4-benzyloxy-benzenesulfonyl)-2-(tert-butyldiphenyl-silanyloxymethyl)-3-methyl-1,2,3,6-tetrahydro-pyridin-3-ol), C(C1=CC=CC=C1)OC1=CC=C(C=C1)S(=O)(=O)N1C(C(C=CC1)(O)C)C(O[SiH2]C(C)(C)C)(C1=CC=CC=C1)C1=CC=CC=C1 (1-(4-benzyloxy-benzenesulfonyl)-2-(tert-butyldiphenyl-silanyloxymethyl)-3-methyl-1,2,3,6-tetrahydro-pyridin-3-ol), [H][H] (hydrogen). Reagents/catalysts: [Pd] (palladium on charcoal). The solvent is CO (methanol). Product: C(C)(C)(C)[SiH2]OC(C1N(CCCC1(O)C)S(=O)(=O)C1=CC=C(C=C1)O)(C1=CC=CC=C1)C1=CC=CC=C1 (2-(tert-butyl-diphenyl-silanyloxymethyl)-1-(4-hydroxy-benzenesulfonyl)-3-methyl-piperidin-3-ol). Yield: 101.3%. RXN SMILES: C([O:8][C:9]1[CH:14]=[CH:13][C:12]([S:15]([N:18]2[CH2:23][CH:22]=[CH:21][C:20]([CH3:25])([OH:24])[CH:19]2[C:26]([C:39]2[CH:44]=[CH:43][CH:42]=[CH:41][CH:40]=2)([C:33]2[CH:38]=[CH:37][CH:36]=[CH:35][CH:34]=2)[O:27][SiH2:28][C:29]([CH3:32])([CH3:31])[CH3:30])(=[O:17])=[O:16])=[CH:11][CH:10]=1)C1C=CC=CC=1.[H][H]>[Pd].CO>[C:29]([SiH2:28][O:27][C:26]([C:39]1[CH:44]=[CH:43][CH:42]=[CH:41][CH:40]=1)([C:33]1[CH:34]=[CH:35][CH:36]=[CH:37][CH:38]=1)[CH:19]1[C:20]([CH3:25])([OH:24])[CH2:21][CH2:22][CH2:23][N:18]1[S:15]([C:12]1[CH:13]=[CH:14][C:9]([OH:8])=[CH:10][CH:11]=1)(=[O:16])=[O:17])([CH3:30])([CH3:31])[CH3:32]. Reported procedure: A mixture of 1-(4-benzyloxy-benzenesulfonyl)-2-(tert-butyl-diphenyl-silanyloxymethyl)-3-methyl-1,2,3,6-tetrahydro-pyridin-3-ol (compound of formula VIII, 0.40 g, 0.64 mmol), 10% palladium on charcoal (0.1 g) and 30 ml of methanol was stirred for about 16 hours under about 1 atmosphere of hydrogen gas. The mixture was filtered through a pad of Celite®. Concentration of the filtrate afforded 0.35 g of 2-(tert-butyl-diphenyl-silanyloxymethyl)-1-(4-hydroxy-benzenesulfonyl)-3-methyl-piperidin-3-ol (c...